From a dataset of the Open Reaction Database (ORD), a public repository of structured organic reaction records. describe an organic reaction: reactants, conditions, products, and yield Reactants: FB(F)F, CC(=O)OCC1OC(OC(=N)C(Cl)(Cl)Cl)C(OC(C)=O)C(OC(C)=O)C1OC(C)=O, CCOCC, COc1ccc(Cc2c(C)cc(C)cc2O)cc1, ClCCl. Yields the product COc1ccc(Cc2c(C)cc(C)cc2OC2OC(COC(C)=O)C(OC(C)=O)C(OC(C)=O)C2OC(C)=O)cc1. RXN SMILES: [B:54]([F:55])([F:56])[F:57].[C:19]([CH3:20])(=[O:21])[O:22][CH:23]1[CH:24]([O:25][C:26](=[NH:27])[C:28]([Cl:29])([Cl:30])[Cl:31])[O:32][CH:33]([CH2:44][O:45][C:46]([CH3:47])=[O:48])[CH:34]([O:40][C:41]([CH3:42])=[O:43])[CH:35]1[O:36][C:37]([CH3:38])=[O:39].[CH2:49]([O:50][CH2:51][CH3:52])[CH3:53].[CH3:1][O:2][c:3]1[cH:4][cH:5][c:6]([CH2:7][c:8]2[c:9]([OH:16])[cH:10][c:11]([CH3:15])[cH:12][c:13]2[CH3:14])[cH:17][cH:18]1.[Cl:58][CH2:59][Cl:60]>>[CH3:1][O:2][c:3]1[cH:4][cH:5][c:6]([CH2:7][c:8]2[c:9]([O:16][CH:24]3[CH:23]([O:22][C:19]([CH3:20])=[O:21])[CH:35]([O:36][C:37]([CH3:38])=[O:39])[CH:34]([O:40][C:41]([CH3:42])=[O:43])[CH:33]([CH2:44][O:45][C:46]([CH3:47])=[O:48])[O:32]3)[cH:10][c:11]([CH3:15])[cH:12][c:13]2[CH3:14])[cH:17][cH:18]1.